From a dataset of the Open Reaction Database (ORD), a public repository of structured organic reaction records. describe an organic reaction: reactants, conditions, products, and yield Reactants: ClC1C(OCC1=O)=O (3-chlorofuran-2,4(3H,5H) -dione), NC(=S)N (thiourea), CCO (EtOH). The product is NC=1SC(=C(N1)CO)C(=O)OCC (ethyl 2-amino-4-(hydroxymethyl)-1,3-thiazole-5-carboxylate). RXN SMILES: Cl[CH:2]1[C:6](=O)[CH2:5][O:4][C:3]1=[O:8].[NH2:9][C:10]([NH2:12])=[S:11].[CH3:13][CH2:14][OH:15]>>[NH2:9][C:10]1[S:11][C:2]([C:3]([O:4][CH2:5][CH3:6])=[O:8])=[C:13]([CH2:14][OH:15])[N:12]=1. Procedure details: A solution of 5.0 g (37 mmol) of 3-chlorofuran-2,4(3H,5H) -dione and 3.3 g (43 mmol) of thiourea in 50 ml EtOH was heated at reflux for 4 h. Solvent was removed and the residue was dissolved in water with 1N HCl added. The aqueous solution was basified with aqueous Na2CO3. Thick solids that formed were filtered, rinsed with water and dried in vacuo. NMR: 1.2 (t, 3H), 4.2 (q, 2H), 4.6 (s, 2H), 4.9 (s, broad, 1H), 7.8 (s, 2H). The reactants are FC(C=1C=C(C=CC1)C=1N=C(NC1)C1CCC(CC1)CNC(C)=O)(F)F (N-{4-[4-(3-Trifluoromethyl-phenyl)-1H-imidazol-2-yl]-cyclohexylmethyl}-acetamide), CSC.B (borane dimethylsulfide), CO (MeOH). The solvent is C1CCOC1 (THF). Reaction conditions: time 8 hour. The product is C(C)NCC1CCC(CC1)C=1NC=C(N1)C1=CC(=CC=C1)C(F)(F)F (Ethyl-{4-[4-(3-trifluoromethyl-phenyl)-1H-imidazole-2-yl]cyclohexylmethyl}-amine). RXN SMILES: [F:1][C:2]([F:26])([F:25])[C:3]1[CH:4]=[C:5]([C:9]2[N:10]=[C:11]([CH:14]3[CH2:19][CH2:18][CH:17]([CH2:20][NH:21][C:22](=O)[CH3:23])[CH2:16][CH2:15]3)[NH:12][CH:13]=2)[CH:6]=[CH:7][CH:8]=1.CSC.B.CO>C1COCC1>[CH2:22]([NH:21][CH2:20][CH:17]1[CH2:16][CH2:15][CH:14]([C:11]2[NH:12][CH:13]=[C:9]([C:5]3[CH:6]=[CH:7][CH:8]=[C:3]([C:2]([F:25])([F:26])[F:1])[CH:4]=3)[N:10]=2)[CH2:19][CH2:18]1)[CH3:23] |f:1.2|. Procedure: To a solution of (N-{4-[4-(3-Trifluoromethyl-phenyl)-1H-imidazol-2-yl]-cyclohexylmethyl}-acetamide (207 mg, 0.57 mmol, from Example 2A) in THF, 3 equivalents of borane dimethylsulfide (2M in THF) was added, and the solution stirred overnight at room temperature. One volume of MeOH was added to the reaction mixture, and the mixture was concentrated under reduced pressure. 50 mL of 3N HCl was added, and the mixture was warmed for 5 minutes. After washing the solution with ether, the solution was m... Starting materials: CC(C)=O, CCOC(C)=O, CC1CC2(CCC1Nc1ncc(C#N)c3[nH]c4cc(Cl)ccc4c13)OCCO2. Yields the product CC1CC(=O)CCC1Nc1ncc(C#N)c2[nH]c3cc(Cl)ccc3c12. Reaction SMILES: [CH3:29][C:30](=[O:31])[CH3:32].[CH3:33][CH2:34][O:35][C:36]([CH3:37])=[O:38].[Cl:1][c:2]1[cH:3][cH:4][c:5]2[c:6]3[c:7]([nH:8][c:9]2[cH:10]1)[c:11]([C:27]#[N:28])[cH:12][n:13][c:14]3[NH:15][CH:16]1[CH:17]([CH3:26])[CH2:18][C:19]2([O:20][CH2:23][CH2:22][O:21]2)[CH2:24][CH2:25]1>>[Cl:1][c:2]1[cH:3][cH:4][c:5]2[c:6]3[c:7]([nH:8][c:9]2[cH:10]1)[c:11]([C:27]#[N:28])[cH:12][n:13][c:14]3[NH:15][CH:16]1[CH:17]([CH3:26])[CH2:18][C:19](=[O:20])[CH2:24][CH2:25]1. Starting materials: COC1=CC=C(C=C1)/C=C(/COC)\C (E-3-(4-methoxyphenyl)-2-methyl-1-methoxy-2-propene), (S,S)-ethylene-1,2-bis(η5 -4,5,6,7-tetrahydro-1-indenyl)titanium (S)-1,1'-binaphth-2,2'-diolate, C(CCC)[Li] (n-butyllithium), C1(=CC=CC=C1)[SiH3] (Phenylsilane), [H][H] (hydrogen). Run in C1CCOC1 (THF). Reaction conditions: temperature 0 celsius, time 10 minute. Yields the product COC1=CC=C(C=C1)CC(COC)C (3-(4-methoxyphenyl)-2-methyl-1-methoxypropane). Isolated yield 74.0%. As a reaction SMILES: C([Li])CCC.C1([SiH3])C=CC=CC=1.[CH3:13][O:14][C:15]1[CH:20]=[CH:19][C:18](/[CH:21]=[C:22](\[CH3:26])/[CH2:23][O:24][CH3:25])=[CH:17][CH:16]=1.[H][H]>C1COCC1>[CH3:13][O:14][C:15]1[CH:20]=[CH:19][C:18]([CH2:21][CH:22]([CH3:26])[CH2:23][O:24][CH3:25])=[CH:17][CH:16]=1. Procedure: In a dry sealable Schlenk flask under an argon atmosphere 0.0573 g (0.096 mmol) of (S,S)-ethylene-1,2-bis(η5 -4,5,6,7-tetrahydro-1-indenyl)titanium (S)-1,1'-binaphth-2,2'-diolate was dissolved in THF (10 mL). The vessel was degassed by exposure to vacuum (2 x~10 sec) and put under an atmosphere of hydrogen and subsequently cooled to 0° C. in an ice water bath. After equilibration, a solution of n-butyllithium (0.123 mL, 1.52M in hexanes, 0.187 mmol, 1.95 equiv) was added and the mixture was allo... Reactants: Cl (HCl), ClC=1C=C(C=CC1)N=C=O (m-chlorophenylisocyanate), O=C(O)CN(C)C(N)=N (creatine), [OH-].C(CCC)[N+](CCCC)(CCCC)CCCC (tetrabutylammonium hydroxide). Solvent: O (water), CO (methanol), CN(C)C=O (DMF). Reaction conditions: time 2 hour. The product is NC(N(CC(=O)O)C)=NC(=O)NC1=CC(=CC=C1)Cl (N-{amino[(3-chlorophenyl)aminocarbonyl]iminomethyl}-N-methylglycine). Yield: 30.0%. RXN SMILES: [O:1]=[C:2]([CH2:4][N:5]([C:7](=[NH:9])[NH2:8])[CH3:6])[OH:3].[OH-].C([N+](CCCC)(CCCC)CCCC)CCC.[Cl:28][C:29]1[CH:30]=[C:31]([N:35]=[C:36]=[O:37])[CH:32]=[CH:33][CH:34]=1.Cl>CO.CN(C=O)C.O>[NH2:9][C:7](=[N:8][C:36]([NH:35][C:31]1[CH:32]=[CH:33][CH:34]=[C:29]([Cl:28])[CH:30]=1)=[O:37])[N:5]([CH3:6])[CH2:4][C:2]([OH:3])=[O:1] |f:1.2|. Procedure details: A solution of 9.58 g (0.073 mole) of anhydrous creatine in 96 ml (0.073 mole) of 0.76M tetrabutylammonium hydroxide in methanol was evaporated to an oil in vacuo. The residue was dissolved in 100 ml of DMF. An 11.2 g (0.073 mole) sample of m-chlorophenylisocyanate was added dropwise and the reaction was stirred for two hours. The mixture was poured into 200 ml of water and 73 ml of 1N HCl. The gummy precipitate was induced to crystallize by scratching. The solid was collected and triturated with...